This data is from the Open Reaction Database (ORD), a public repository of structured organic reaction records. The task is: describe an organic reaction: reactants, conditions, products, and yield Reactants: C(C1=CC=CC=C1)O[C@@H]1[C@H]2C(=O)O[C@@H]1CCN2C(=O)OCC2=CC=CC=C2 (3-O-Benzyl-N-benzyloxycarbonyl-2,6-imino-2,5,6-trideoxy-D-lyxo-hexono-1,4-lactone), C(C)(=O)O (acetic acid). The reagents and catalysts are [Pd] (palladium black). The solvent is O (water). Yields the product O.O[C@@H]1[C@H](NCC[C@H]1O)C(=O)O ((2S,3R,4R) 3,4-dihydroxypipecolic acid, monohydrate). Yield: 89.0%. RXN SMILES: C([O:8][C@H:9]1[C@H:14]2[CH2:15][CH2:16][N:17](C(OCC3C=CC=CC=3)=O)[C@@H:10]1[C:11]([O:13]2)=[O:12])C1C=CC=CC=1.C(O)(=[O:30])C>O.[Pd]>[OH2:8].[OH:8][C@H:9]1[C@H:14]([OH:13])[CH2:15][CH2:16][NH:17][C@@H:10]1[C:11]([OH:12])=[O:30] |f:4.5|. Procedure details: 3-O-Benzyl-N-benzyloxycarbonyl-2,6-imino-2,5,6-trideoxy-D-lyxo-hexono-1,4-lactone (26) (321 mg, 0.875 mmol) was dissolved in a 2:1 mixture of acetic acid and water (10 ml) and stirred under hydrogen with palladium black (70 mg) for 48 hours. The reaction mixture was filtered through celite, the solvent removed and the product purified by flash chromatography (CMAW) and ion exchange chromatography. Freeze drying afforded (2S,3R,4R) 3,4-dihydroxypipecolic acid, monohydrate (140 mg, 89%) as a white... Starting materials: [BH4-], CCCCCCCCCCCc1nnc(CO)n1-c1sc(CC)cc1C(=O)c1ccc(OC)cc1, CCCCCC, CCO, [Na+]. Yields the product CCCCCCCCCCCc1nnc2n1-c1sc(CC)cc1C(c1ccc(OC)cc1)OC2. As a reaction SMILES: [BH4-:36].[CH2:1]([CH3:2])[c:3]1[cH:4][c:5]([C:26]([c:27]2[cH:28][cH:29][c:30]([O:33][CH3:34])[cH:31][cH:32]2)=[O:35])[c:6](-[n:8]2[c:9]([CH2:24][OH:25])[n:10][n:11][c:12]2[CH2:13][CH2:14][CH2:15][CH2:16][CH2:17][CH2:18][CH2:19][CH2:20][CH2:21][CH2:22][CH3:23])[s:7]1.[CH3:38][CH2:39][CH2:40][CH2:41][CH2:42][CH3:43].[CH3:44][CH2:45][OH:46].[Na+:37]>>[CH2:1]([CH3:2])[c:3]1[cH:4][c:5]2[c:6]([s:7]1)-[n:8]1[c:9]([n:10][n:11][c:12]1[CH2:13][CH2:14][CH2:15][CH2:16][CH2:17][CH2:18][CH2:19][CH2:20][CH2:21][CH2:22][CH3:23])[CH2:24][O:35][CH:26]2[c:27]1[cH:28][cH:29][c:30]([O:33][CH3:34])[cH:31][cH:32]1. The reactants are O=S(=O)(Cl)c1ccc(Cl)cc1, Nc1ccc(CCCC(=O)O)nc1, c1ccncc1. Yields the product O=C(O)CCCc1ccc(NS(=O)(=O)c2ccc(Cl)cc2)cn1. As a reaction SMILES: [Cl:1][c:2]1[cH:3][cH:4][c:5]([S:8](=[O:9])(=[O:10])[Cl:11])[cH:6][cH:7]1.[NH2:12][c:13]1[cH:14][cH:15][c:16]([CH2:19][CH2:20][CH2:21][C:22](=[O:23])[OH:24])[n:17][cH:18]1.[cH:25]1[cH:26][cH:27][n:28][cH:29][cH:30]1>>[Cl:1][c:2]1[cH:3][cH:4][c:5]([S:8](=[O:9])(=[O:10])[NH:12][c:13]2[cH:14][cH:15][c:16]([CH2:19][CH2:20][CH2:21][C:22](=[O:23])[OH:24])[n:17][cH:18]2)[cH:6][cH:7]1. Solvent: C(C)O (ethanol), C(C)O (ethanol). Yields the product C(C)(C)(C)N1N=CC(=C(C1=O)C1OCCC(O1)C)NCC1=CC=NC=C1 (2-tert-butyl-4-(4-methyl-1,3-dioxan-2-yl)-5-(4-pyridylmethylamino)pyridazin-3-(2H)-one). The reactants are N1=CC=C(C=C1)CN (4-picolylamine), C(C)(C)(C)N1N=CC(=C(C1=O)C1OCCC(O1)C)Cl (2-tert-butyl-5-chloro-4-(4-methyl-1,3-dioxan-2-yl)pyridazin-3-(2H)-one). Reaction SMILES: [N:1]1[CH:6]=[CH:5][C:4]([CH2:7][NH2:8])=[CH:3][CH:2]=1.[C:9]([N:13]1[C:18](=[O:19])[C:17]([CH:20]2[O:25][CH:24]([CH3:26])[CH2:23][CH2:22][O:21]2)=[C:16](Cl)[CH:15]=[N:14]1)([CH3:12])([CH3:11])[CH3:10]>C(O)C>[C:9]([N:13]1[C:18](=[O:19])[C:17]([CH:20]2[O:25][CH:24]([CH3:26])[CH2:23][CH2:22][O:21]2)=[C:16]([NH:8][CH2:7][C:4]2[CH:5]=[CH:6][N:1]=[CH:2][CH:3]=2)[CH:15]=[N:14]1)([CH3:12])([CH3:10])[CH3:11]. Reported procedure: Into 20 ml of an absolute ethanol solution of 2.7 g of 4-picolylamine, 20 ml of an absolute ethanol solution of 3.4 g of 2-tert-butyl-5-chloro-4-(4-methyl-1,3-dioxan-2-yl)pyridazin-3-(2H)-one was dropwise added at room temperature. The mixture was reacted overnight under heating and refluxing and then left to cool. Ethanol was distilled off under reduced pressure, and then 150 ml of ethyl acetate was added to the residue. The mixture was washed with water and dried over anhydrous sodium sulfate.... The reactants are C(C(=C)C)(=O)OC (methyl methacrylate), C(CCCCCCCCCCCCCCCCC)O (stearyl alcohol), [C-]#N.[K+] (KCN), COC1=CC=C(O)C=C1 (hydroquinone methyl ether). Reaction conditions: temperature 75 celsius, time 3.5 hour. Yields the product C(C(=C)C)(=O)OCCCCCCCCCCCCCCCCCC (stearyl methacrylate). RXN SMILES: [C:1]([O:6][CH3:7])(=[O:5])[C:2]([CH3:4])=[CH2:3].[CH2:8](O)[CH2:9][CH2:10][CH2:11][CH2:12][CH2:13][CH2:14][CH2:15][CH2:16][CH2:17][CH2:18][CH2:19][CH2:20][CH2:21][CH2:22][CH2:23][CH2:24]C.[C-]#N.[K+].COC1C=CC(O)=CC=1>>[C:1]([O:6][CH2:7][CH2:24][CH2:23][CH2:22][CH2:21][CH2:20][CH2:19][CH2:18][CH2:17][CH2:16][CH2:15][CH2:14][CH2:13][CH2:12][CH2:11][CH2:10][CH2:9][CH3:8])(=[O:5])[C:2]([CH3:4])=[CH2:3] |f:2.3|. Procedure details: 300 g of methyl methacrylate (3 mole), 135 g of stearyl alcohol (0.5 mole), 4.35 g of KCN (1%) and 0.108 g of hydroquinone methyl ether (250 ppm) are added to a 1 liter round-bottomed flask. The mixture is heated to about 75° C. by conducting air through it and the methyl methacrylate/methanol-azeotrope is removed at a temperature of 65° C. at the head of the column by way of a 1 m vigreux column. The trans-esterification is completed after 3.5 hours. After cooling down of the flask, the sump is...